Dataset: the Open Reaction Database (ORD), a public repository of structured organic reaction records. Task: describe an organic reaction: reactants, conditions, products, and yield Reactants: ClCC=1C(=C(C(=C(C1Cl)Cl)Cl)Cl)CCl (α,α',3,4,5,6-hexachloro-orthoxylene), ClC1=C(C(=C(C(=C1Cl)Cl)Cl)C)C (3,4,5,6-tetrachloro-orthoxylene). The product is C1(C=CC=C1)CC=1C(=C(C(=C(C1Cl)Cl)Cl)Cl)CC1C=CC=C1 (α,α'-bis(cyclopentadienyl)-3,4,5,6-tetrachloro-orthoxylene). As a reaction SMILES: Cl[CH2:2][C:3]1[C:4]([CH2:13]Cl)=[C:5]([Cl:12])[C:6]([Cl:11])=[C:7]([Cl:10])[C:8]=1[Cl:9].ClC1[C:21](Cl)=[C:20](Cl)[C:19](Cl)=[C:18]([CH3:25])C=1C>>[CH:19]1([CH2:13][C:4]2[C:3]([CH2:2][CH:18]3[CH:19]=[CH:20][CH:21]=[CH:25]3)=[C:8]([Cl:9])[C:7]([Cl:10])=[C:6]([Cl:11])[C:5]=2[Cl:12])[CH:18]=[CH:25][CH:21]=[CH:20]1. Procedure: The α,α',3,4,5,6-hexachloro-orthoxylene used in this example is prepared as described in Example 1, except that 3,4,5,6-tetrachloro-orthoxylene instead of 2,3,5,6-tetrachloro-paraxylene is used. The reactants are [NH4+].[Cl-] (NH4Cl), C(#N)C=1C=C2CC(NC2=CC1)=O (5-cyanooxindole), [H-].[Na+] (sodium hydride), C(C)OC(C1=CN=C(C=C1)Cl)=O (6-chloronicotinic acid ethyl ester). Solvent: O (water), CN(C=O)C (N,N-dimethylformamide), CN(C=O)C (N,N-dimethylformamide). Reaction conditions: temperature 110 celsius. The product is OC=1NC2=CC=C(C=C2C1C1=NC=C(C(=O)OCC)C=C1)C#N (Ethyl 6-(2-hydroxy-5-cyano-1H-indol-3-yl)nicotinate). The yield is 34.4%. As a reaction SMILES: [C:1]([C:3]1[CH:4]=[C:5]2[C:9](=[CH:10][CH:11]=1)[NH:8][C:7](=[O:12])[CH2:6]2)#[N:2].[H-].[Na+].[CH2:15]([O:17][C:18](=[O:26])[C:19]1[CH:24]=[CH:23][C:22](Cl)=[N:21][CH:20]=1)[CH3:16].[NH4+].[Cl-]>CN(C)C=O.O>[OH:12][C:7]1[NH:8][C:9]2[C:5]([C:6]=1[C:22]1[CH:23]=[CH:24][C:19]([C:18]([O:17][CH2:15][CH3:16])=[O:26])=[CH:20][N:21]=1)=[CH:4][C:3]([C:1]#[N:2])=[CH:11][CH:10]=2 |f:1.2,4.5|. Reported procedure: To a solution of 5-cyanooxindole (360 mg, 2.27 mmol) in N,N-dimethylformamide (5 mL) was added sodium hydride (106 mg, 4.41 mmol). The greenish reaction mixture was stirred for 50 min whereafter 6-chloronicotinic acid ethyl ester (350 mg, 1.89 mmol) dissolved in N,N-dimethylformamide (5 mL) was added. The reaction mixture was heated at 110° C. for 30 min and water (50 mL) and saturated NH4Cl(aq) (20 mL) was added, followed by extraction with ethyl acetate. The phases were separated and the organ... Starting materials: solution, Ti(III)Cl, BrC=1C(=NC(=NC1)Cl)NCCCNS(=O)(=O)C1=CC(=CC(=C1)[N+](=O)[O-])[N+](=O)[O-] (N-[3-(5-bromo-2-chloro-pyrimidin-4-ylamino)-propyl]-3,5-dinitro-benzenesulfonamide), solution, Ti(III)Cl, [OH-].[Na+] (NaOH). Solvent: Cl (hydrochloric acid), C1CCOC1 (THF), Cl (hydrochloric acid). Reaction conditions: time 2 hour. Yields the product NC=1C=C(C=C(C1)[N+](=O)[O-])S(=O)(=O)NCCCNC1=NC(=NC=C1Br)Cl (3-Amino-N-[3-(5-bromo-2-chloro-pyrimidin-4-ylamino)-propyl]-5-nitro-benzenesulfonamide). Reaction SMILES: [Br:1][C:2]1[C:3]([NH:9][CH2:10][CH2:11][CH2:12][NH:13][S:14]([C:17]2[CH:22]=[C:21]([N+:23]([O-])=O)[CH:20]=[C:19]([N+:26]([O-:28])=[O:27])[CH:18]=2)(=[O:16])=[O:15])=[N:4][C:5]([Cl:8])=[N:6][CH:7]=1.[OH-].[Na+]>C1COCC1.Cl>[NH2:23][C:21]1[CH:22]=[C:17]([S:14]([NH:13][CH2:12][CH2:11][CH2:10][NH:9][C:3]2[C:2]([Br:1])=[CH:7][N:6]=[C:5]([Cl:8])[N:4]=2)(=[O:15])=[O:16])[CH:18]=[C:19]([N+:26]([O-:28])=[O:27])[CH:20]=1 |f:1.2|. Reported procedure: A solution of 602 mg (1.28 mmol) of N-[3-(5-bromo-2-chloro-pyrimidin-4-ylamino)-propyl]-3,5-dinitro-benzenesulfonamide in 10 ml of THF is mixed at room temperature with 4.2 ml of a 15% solution of Ti(III)Cl in approximately 10% hydrochloric acid. After 2 hours, it is mixed again with 3.0 ml of a 15% solution of Ti(III)Cl in approximately 10% hydrochloric acid, and it is stirred for another 16 hours. The batch is made basic with 2N NaOH solution and filtered. The filter cake is rewashed with THF ... Starting materials: CCN(CC)c1ccc(C(=O)c2c(Cl)c(Cl)c(Cl)c(Cl)c2C(=O)O)c(C)c1, CN(C)c1cccc(N(C)C)c1, CC(=O)OC(C)=O, Cl, O. Product: CCN(CC)c1ccc(C2(c3ccc(N(C)C)cc3N(C)C)OC(=O)c3c(Cl)c(Cl)c(Cl)c(Cl)c32)c(C)c1. RXN SMILES: [CH3:1][c:2]1[c:3]([C:4](=[O:5])[c:6]2[c:7]([C:8](=[O:9])[OH:10])[c:11]([Cl:18])[c:12]([Cl:17])[c:13]([Cl:16])[c:14]2[Cl:15])[cH:19][cH:20][c:21]([N:23]([CH2:24][CH3:25])[CH2:26][CH3:27])[cH:22]1.[CH3:28][N:29]([c:30]1[cH:31][c:32]([N:36]([CH3:37])[CH3:38])[cH:33][cH:34][cH:35]1)[CH3:39].[CH3:40][C:41]([O:42][C:43](=[O:44])[CH3:45])=[O:46].[ClH:47].[OH2:48]>>[CH3:1][c:2]1[c:3]([C:4]2([c:33]3[c:32]([N:36]([CH3:37])[CH3:38])[cH:31][c:30]([N:29]([CH3:28])[CH3:39])[cH:35][cH:34]3)[O:5][C:8](=[O:9])[c:7]3[c:6]2[c:14]([Cl:15])[c:13]([Cl:16])[c:12]([Cl:17])[c:11]3[Cl:18])[cH:19][cH:20][c:21]([N:23]([CH2:24][CH3:25])[CH2:26][CH3:27])[cH:22]1. Starting materials: FC1=C(C(=CC=C1)F)O (2,6-Difluorophenol), ClC1=NC=C(C(=N1)NCC)[N+](=O)[O-] ((2-chloro-5-nitro-pyrimidin-4-yl)-ethyl-amine). Solvent: C(C)(C)N(C(C)C)CC (N,N-diisopropyl ethylamine). Run at temperature 130 celsius. Yields the product FC1=C(OC2=NC=C(C(=N2)NCC)[N+](=O)[O-])C(=CC=C1)F ([2-(2,6-difluorophenoxy)-5-nitro-pyrimidin-4-yl]-ethyl-amine). Isolated yield 73.0%. Reaction SMILES: [F:1][C:2]1[CH:7]=[CH:6][CH:5]=[C:4]([F:8])[C:3]=1[OH:9].Cl[C:11]1[N:16]=[C:15]([NH:17][CH2:18][CH3:19])[C:14]([N+:20]([O-:22])=[O:21])=[CH:13][N:12]=1>C(N(CC)C(C)C)(C)C>[F:1][C:2]1[CH:7]=[CH:6][CH:5]=[C:4]([F:8])[C:3]=1[O:9][C:11]1[N:16]=[C:15]([NH:17][CH2:18][CH3:19])[C:14]([N+:20]([O-:22])=[O:21])=[CH:13][N:12]=1. Procedure details: 2,6-Difluorophenol (2.1 g, 16.1 mmol) is added to a solution of (2-chloro-5-nitro-pyrimidin-4-yl)-ethyl-amine, 6, (3.0 g, 14.9 mmol) in N,N-diisopropyl ethylamine (50 mL). The reaction is heated to reflux (˜130° C.) under N2 for 3 hours at which point monitoring of the reaction via LC/MS indicates the starting material is consumed. The mixture is diluted with 1 N HCl (500 mL) and the resulting mixture extracted three times with EtOAc (500 mL). The organic layers are combined, dried over MgSO4 an... The reactants are Fc1ccc(C2CCN(Cc3ccccc3)CC2COc2ccc3c(c2)OCO3)cc1, CCO, [H][H]. Reaction SMILES: [CH2:1]([c:2]1[cH:3][cH:4][cH:5][cH:6][cH:7]1)[N:8]1[CH2:9][CH:10]([CH2:21][O:22][c:23]2[cH:24][c:25]3[c:26]([cH:27][cH:28]2)[O:29][CH2:30][O:31]3)[CH:11]([c:14]2[cH:15][cH:16][c:17]([F:20])[cH:18][cH:19]2)[CH2:12][CH2:13]1.[CH3:34][CH2:35][OH:36].[H:32][H:33]>>[NH:8]1[CH2:9][CH:10]([CH2:21][O:22][c:23]2[cH:24][c:25]3[c:26]([cH:27][cH:28]2)[O:29][CH2:30][O:31]3)[CH:11]([c:14]2[cH:15][cH:16][c:17]([F:20])[cH:18][cH:19]2)[CH2:12][CH2:13]1. The product is Fc1ccc(C2CCNCC2COc2ccc3c(c2)OCO3)cc1.